Dataset: the Open Reaction Database (ORD), a public repository of structured organic reaction records. Task: describe an organic reaction: reactants, conditions, products, and yield The reactants are N1CCCCC1 (piperidine), ClC1=C(C=C2C(C(=CN3C(CCC1=C23)C)C(C)=O)=O)F (8-chloro-9-fluoro-5-methyl-2-acetyl-6,7-dihydro-1-oxo-1H,5H-benzo[ij]quinolizine), N1CCCCC1 (piperidine). Solvent: CN(P(N(C)C)(N(C)C)=O)C (hexamethylphosphoric triamide). Yields the product N1(CCCCC1)C1=C(C=C2C(C(=CN3C(CCC1=C23)C)C(C)=O)=O)F (8-(1-piperidyl)-9-fluoro-5-methyl-2-acetyl-6,7-dihydro-1-oxo-1H,5H-benzo[ij]quinolizine). Yield: 48.6%. RXN SMILES: [NH:1]1[CH2:6][CH2:5][CH2:4][CH2:3][CH2:2]1.Cl[C:8]1[C:19]2=[C:20]3[N:15]([CH:16]([CH3:21])[CH2:17][CH2:18]2)[CH:14]=[C:13]([C:22](=[O:24])[CH3:23])[C:12](=[O:25])[C:11]3=[CH:10][C:9]=1[F:26]>CN(C)P(=O)(N(C)C)N(C)C>[N:1]1([C:8]2[C:19]3=[C:20]4[N:15]([CH:16]([CH3:21])[CH2:17][CH2:18]3)[CH:14]=[C:13]([C:22](=[O:24])[CH3:23])[C:12](=[O:25])[C:11]4=[CH:10][C:9]=2[F:26])[CH2:6][CH2:5][CH2:4][CH2:3][CH2:2]1. Procedure: Anhydrous piperidine (8 g) was added to 5.3 g of 8-chloro-9-fluoro-5-methyl-2-acetyl-6,7-dihydro-1-oxo-1H,5H-benzo[ij]quinolizine. 70 ml of hexamethylphosphoric triamide was added thereto and the mixture was allowed to react at 140° C. on an oil bath for 6 hours. After completion of the reaction any excess solvent and piperidine were removed by distillation under reduced pressure and 100 ml of ethyl acetate was added to the residue to precipitate light yellow crystals. The crystals thus obtained... Starting materials: C[Si](C)(C)[N-][Si](C)(C)C, CCOC(C)=O, Cn1cc(C(=O)O)c(Cl)cc1=O, Cl, Nc1ccc(I)cc1F, [Li+], O. The product is Cn1cc(C(=O)O)c(Nc2ccc(I)cc2F)cc1=O. Reaction SMILES: [CH3:22][Si:23]([N-:24][Si:25]([CH3:26])([CH3:27])[CH3:28])([CH3:29])[CH3:30].[CH3:32][CH2:33][O:34][C:35](=[O:36])[CH3:37].[Cl:1][c:2]1[c:3]([C:10](=[O:11])[OH:12])[cH:4][n:5]([CH3:9])[c:6](=[O:8])[cH:7]1.[ClH:38].[F:13][c:14]1[c:15]([NH2:16])[cH:17][cH:18][c:19]([I:21])[cH:20]1.[Li+:31].[OH2:39]>>[c:2]1([NH:16][c:15]2[c:14]([F:13])[cH:20][c:19]([I:21])[cH:18][cH:17]2)[c:3]([C:10](=[O:11])[OH:12])[cH:4][n:5]([CH3:9])[c:6](=[O:8])[cH:7]1. The reactants are NC1=C(C(=O)NC)C=C(C=C1)F (2-amino-5-fluoro-N-methylbenzamide), FC1=CC(=C(C(=O)NC)C=C1)[N+](=O)[O-] (4-Fluoro-N-methyl-2-nitrobenzamide), FC1=CC(=C(C(=O)NC)C=C1)[N+](=O)[O-] (4-Fluoro-N-methyl-2-nitrobenzamide). The product is NC1=C(C(=O)NC)C=CC(=C1)F (2-Amino-4-fluoro-N-methylbenzamide). Reaction SMILES: NC1C=CC(F)=CC=1C(NC)=O.[F:13][C:14]1[CH:23]=[CH:22][C:17]([C:18]([NH:20][CH3:21])=[O:19])=[C:16]([N+:24]([O-])=O)[CH:15]=1>>[NH2:24][C:16]1[CH:15]=[C:14]([F:13])[CH:23]=[CH:22][C:17]=1[C:18]([NH:20][CH3:21])=[O:19]. Procedure details: The title compound was prepared using the procedure from Compound 102A with 4-Fluoro-N-methyl-2-nitrobenzamide (Compound 103B). MS (ES+): m/z 169.07 [MH+] (TOF, polar). Reactants: COC(=O)C1=NC=CN=C1 (2-methoxycarbonylpyrazine). Reagents/catalysts: [C].[Pd] (palladium-carbon). The solvent is CO (methanol). Yields the product COC(=O)C1=CNCCN1 (6-methoxycarbonyl-1,2,3,4-tetrahydropyrazine). Isolated yield 85.5%. As a reaction SMILES: [CH3:1][O:2][C:3]([C:5]1[CH:10]=[N:9][CH:8]=[CH:7][N:6]=1)=[O:4]>CO.[C].[Pd]>[CH3:1][O:2][C:3]([C:5]1[NH:6][CH2:7][CH2:8][NH:9][CH:10]=1)=[O:4] |f:2.3|. Procedure details: At room temperature, 2-methoxycarbonylpyrazine (1.00 g) was dissolved in methanol. The resulting solution was subjected to catalytic reduction by the addition of 10% palladium-carbon (100 mg) for 2 hours under normal pressure. After the removal of the catalyst by filtration, the solvent was distilled off under reduced pressure. The residue was purified by chromatography on a silica gel column (5% methanol-dichloromethane), whereby 6-methoxycarbonyl-1,2,3,4-tetrahydropyrazine (880 mg, 86%) was ob... Yield: 40.0%. The product is ClC=1C=C2C=3C=CN=CC3NC2=C(C1OCC1CC1)NC(C1=C(N=CC=C1)C)=O (N-(6-chloro-7-cyclopropylmethoxy-9H-β-carbolin-8-yl)-2-methyl-nicotinamide). Reported procedure: The desired compound was prepared according to Method A from 6-chloro-7-cyclopropylmethoxy-9H-β-carbolin-8-ylamine and 2-methylnicotinic acid in a 40-60% yield. Starting materials: ClC=1C=C2C=3C=CN=CC3NC2=C(C1OCC1CC1)N (6-chloro-7-cyclopropylmethoxy-9H-β-carbolin-8-ylamine), CC1=C(C(=O)O)C=CC=N1 (2-methylnicotinic acid). RXN SMILES: [Cl:1][C:2]1[CH:3]=[C:4]2[C:12](=[C:13]([NH2:20])[C:14]=1[O:15][CH2:16][CH:17]1[CH2:19][CH2:18]1)[NH:11][C:10]1[CH:9]=[N:8][CH:7]=[CH:6][C:5]2=1.[CH3:21][C:22]1[N:30]=[CH:29][CH:28]=[CH:27][C:23]=1[C:24](O)=[O:25]>>[Cl:1][C:2]1[CH:3]=[C:4]2[C:12](=[C:13]([NH:20][C:24](=[O:25])[C:23]3[CH:27]=[CH:28][CH:29]=[N:30][C:22]=3[CH3:21])[C:14]=1[O:15][CH2:16][CH:17]1[CH2:19][CH2:18]1)[NH:11][C:10]1[CH:9]=[N:8][CH:7]=[CH:6][C:5]2=1. Starting materials: CC(=O)OC(CC(=O)O)C(=O)Nc1ccc(-c2nc3ccc(C4(c5ccccc5)CC4)nc3s2)c(F)c1, C1CCOC1, [Na+], [OH-]. Product: O=C(O)CC(O)C(=O)Nc1ccc(-c2nc3ccc(C4(c5ccccc5)CC4)nc3s2)c(F)c1. As a reaction SMILES: [C:1](=[O:2])([CH3:3])[O:4][CH:5]([CH2:6][C:7](=[O:8])[OH:9])[C:10](=[O:11])[NH:12][c:13]1[cH:14][c:15]([F:37])[c:16](-[c:19]2[s:20][c:21]3[n:22][c:23]([C:28]4([c:31]5[cH:32][cH:33][cH:34][cH:35][cH:36]5)[CH2:29][CH2:30]4)[cH:24][cH:25][c:26]3[n:27]2)[cH:17][cH:18]1.[CH2:40]1[O:41][CH2:42][CH2:43][CH2:44]1.[Na+:39].[OH-:38]>>[OH:4][CH:5]([CH2:6][C:7](=[O:8])[OH:9])[C:10](=[O:11])[NH:12][c:13]1[cH:14][c:15]([F:37])[c:16](-[c:19]2[s:20][c:21]3[n:22][c:23]([C:28]4([c:31]5[cH:32][cH:33][cH:34][cH:35][cH:36]5)[CH2:29][CH2:30]4)[cH:24][cH:25][c:26]3[n:27]2)[cH:17][cH:18]1. The reactants are C1CCOC1, COC(=O)c1ccc(Oc2ccc(CC(NC(=O)OC(C)(C)C)C(=O)N(C)C)cc2)nc1, [Li+], [OH-], O. Yields the product CN(C)C(=O)C(Cc1ccc(Oc2ccc(C(=O)O)cn2)cc1)NC(=O)OC(C)(C)C. RXN SMILES: [CH2:35]1[O:36][CH2:37][CH2:38][CH2:39]1.[CH3:1][O:2][C:3]([c:4]1[cH:5][n:6][c:7]([O:10][c:11]2[cH:12][cH:13][c:14]([CH2:17][CH:18]([C:19]([N:20]([CH3:21])[CH3:22])=[O:23])[NH:24][C:25](=[O:26])[O:27][C:28]([CH3:29])([CH3:30])[CH3:31])[cH:15][cH:16]2)[cH:8][cH:9]1)=[O:32].[Li+:33].[OH-:34].[OH2:40]>>[O:2]=[C:3]([c:4]1[cH:5][n:6][c:7]([O:10][c:11]2[cH:12][cH:13][c:14]([CH2:17][CH:18]([C:19]([N:20]([CH3:21])[CH3:22])=[O:23])[NH:24][C:25](=[O:26])[O:27][C:28]([CH3:29])([CH3:30])[CH3:31])[cH:15][cH:16]2)[cH:8][cH:9]1)[OH:32]. Reactants: N1CCCC1 (Pyrrolidine), ClC=1C=CC(=C(C=O)C1)[N+](=O)[O-] (5-chloro-2-nitrobenzaldehyde), C(C)(=O)O[BH-](OC(C)=O)OC(C)=O.[Na+] (sodium triacetoxyborohydride). Run in ClCCl (dichloromethane). Run at time 30 minute. Yields the product ClC=1C=CC(=C(CN2CCCC2)C1)[N+](=O)[O-] (1-(5-Chloro-2-nitrobenzyl)pyrrolidine). As a reaction SMILES: [NH:1]1[CH2:5][CH2:4][CH2:3][CH2:2]1.[Cl:6][C:7]1[CH:8]=[CH:9][C:10]([N+:15]([O-:17])=[O:16])=[C:11]([CH:14]=1)[CH:12]=O.C(O[BH-](OC(=O)C)OC(=O)C)(=O)C.[Na+]>ClCCl>[Cl:6][C:7]1[CH:8]=[CH:9][C:10]([N+:15]([O-:17])=[O:16])=[C:11]([CH:14]=1)[CH2:12][N:1]1[CH2:5][CH2:4][CH2:3][CH2:2]1 |f:2.3|. Procedure details: Pyrrolidine (4 mL, 48.5 mmol) was added to a solution of 5-chloro-2-nitrobenzaldehyde (6 g, 32.2 mmol) in dichloromethane (150 mL) and the solution was stirred at room temperature for 30 minutes. The solution was then cooled in ice, and sodium triacetoxyborohydride (10.3 g, 48.5 mmol) was added portionwise. Once addition was complete, the reaction was stirred at room temperature for 4 hours. The reaction was washed with sodium carbonate solution, dried over MgSO4 and evaporated under reduced pre... Starting materials: BrC=1C=CC(=C(C(=O)O)C1)Cl (5-Bromo-2-chlorobenzoic acid), C(C(=O)Cl)(=O)Cl (oxalyl chloride). Reagents/catalysts: CN(C=O)C (N,N-dimethylformamide). Run in ClCCl (dichloromethane). Run at time 6 hour. Yields the product BrC=1C=CC(=C(C(=O)Cl)C1)Cl (5-bromo-2-chlorobenzoyl chloride). Reaction SMILES: [Br:1][C:2]1[CH:3]=[CH:4][C:5]([Cl:11])=[C:6]([CH:10]=1)[C:7](O)=[O:8].C(Cl)(=O)C([Cl:15])=O>ClCCl.CN(C)C=O>[Br:1][C:2]1[CH:3]=[CH:4][C:5]([Cl:11])=[C:6]([CH:10]=1)[C:7]([Cl:15])=[O:8]. Procedure details: 5-Bromo-2-chlorobenzoic acid (5.00 g) was suspended in dichloromethane (10 ml), and thereto were added oxalyl chloride (2.2 ml) and N,N-dimethylformamide (2 drops). The mixture was stirred at room temperature for 6 hours. The solvent was evaporated under reduced pressure to give 5-bromo-2-chlorobenzoyl chloride. This compound and 2-ethylthiophene (2.38 g) were dissolved in dichloromethane (20 ml), and thereto was added aluminum chloride (3.11 g) at 0° C. The mixture was stirred at the same tempe...